This data is from the Open Reaction Database (ORD), a public repository of structured organic reaction records. The task is: describe an organic reaction: reactants, conditions, products, and yield Procedure: (S)-2-(1-((5-Bromo-7-((2-(trimethylsilyl)ethoxy)methyl)-7H-pyrrolo[2,3-d]pyrimidin-4-yl)amino)ethyl)-5-methyl-3-phenylpyrrolo[2,1-f][1,2,4]triazin-4(3H)-one (50 mg, 0.08 mmol) was treated with N-(3-fluoro-5-(4,4,5,5-tetramethyl-1,3,2-dioxaborolan-2-yl)phenyl)methanesulfonamide (67 mg, 0.21 mmol, described at WO 2004052847 A2 20040624), sodium carbonate (23 mg, 0.22 mmols) and bis(triphenylphosphine)palladium(II) dichloride (21 mg, 0.03 mmol) according to the method described in Preparation 62. T... Reactants: BrC1=CN(C=2N=CN=C(C21)N[C@@H](C)C2=NN1C(C(N2C2=CC=CC=C2)=O)=C(C=C1)C)COCC[Si](C)(C)C ((S)-2-(1-((5-Bromo-7-((2-(trimethylsilyl)ethoxy)methyl)-7H-pyrrolo[2,3-d]pyrimidin-4-yl)amino)ethyl)-5-methyl-3-phenylpyrrolo[2,1-f][1,2,4]triazin-4(3H)-one), FC=1C=C(C=C(C1)B1OC(C(O1)(C)C)(C)C)NS(=O)(=O)C (N-(3-fluoro-5-(4,4,5,5-tetramethyl-1,3,2-dioxaborolan-2-yl)phenyl)methanesulfonamide), C([O-])([O-])=O.[Na+].[Na+] (sodium carbonate). The yield is 64.0%. As a reaction SMILES: Br[C:2]1[C:10]2[C:9]([NH:11][C@H:12]([C:14]3[N:19]([C:20]4[CH:25]=[CH:24][CH:23]=[CH:22][CH:21]=4)[C:18](=[O:26])[C:17]4=[C:27]([CH3:30])[CH:28]=[CH:29][N:16]4[N:15]=3)[CH3:13])=[N:8][CH:7]=[N:6][C:5]=2[N:4]([CH2:31][O:32][CH2:33][CH2:34][Si:35]([CH3:38])([CH3:37])[CH3:36])[CH:3]=1.[F:39][C:40]1[CH:41]=[C:42]([NH:55][S:56]([CH3:59])(=[O:58])=[O:57])[CH:43]=[C:44](B2OC(C)(C)C(C)(C)O2)[CH:45]=1.C(=O)([O-])[O-].[Na+].[Na+]>Cl[Pd](Cl)([P](C1C=CC=CC=1)(C1C=CC=CC=1)C1C=CC=CC=1)[P](C1C=CC=CC=1)(C1C=CC=CC=1)C1C=CC=CC=1>[F:39][C:40]1[CH:41]=[C:42]([NH:55][S:56]([CH3:59])(=[O:57])=[O:58])[CH:43]=[C:44]([C:2]2[C:10]3[C:9]([NH:11][C@H:12]([C:14]4[N:19]([C:20]5[CH:25]=[CH:24][CH:23]=[CH:22][CH:21]=5)[C:18](=[O:26])[C:17]5=[C:27]([CH3:30])[CH:28]=[CH:29][N:16]5[N:15]=4)[CH3:13])=[N:8][CH:7]=[N:6][C:5]=3[N:4]([CH2:31][O:32][CH2:33][CH2:34][Si:35]([CH3:38])([CH3:37])[CH3:36])[CH:3]=2)[CH:45]=1 |f:2.3.4,^1:68,87|. Reagents/catalysts: Cl[Pd]([P](C1=CC=CC=C1)(C2=CC=CC=C2)C3=CC=CC=C3)([P](C4=CC=CC=C4)(C5=CC=CC=C5)C6=CC=CC=C6)Cl (bis(triphenylphosphine)palladium(II) dichloride). Product: FC=1C=C(C=C(C1)C1=CN(C=2N=CN=C(C21)N[C@@H](C)C2=NN1C(C(N2C2=CC=CC=C2)=O)=C(C=C1)C)COCC[Si](C)(C)C)NS(=O)(=O)C ((S)—N-(3-Fluoro-5-(4-((1-(5-methyl-4-oxo-3-phenyl-3,4-dihydropyrrolo[2,1-f][1,2,4]triazin-2-yl)ethyl)amino)-7-((2-(trimethylsilyl)ethoxy)methyl)-7H-pyrrolo[2,3-d]pyrimidin-5-yl)phenyl)methanesulfonamide).